Dataset: the Open Reaction Database (ORD), a public repository of structured organic reaction records. Task: describe an organic reaction: reactants, conditions, products, and yield Reactants: S(=O)(=O)(C)C=1N=C2SC=CN2C1C(=O)OCC (ethyl 6-mesylimidazo[2,1-b]thiazole-5-carboxlate), C(C)(C)S (isopropyl mercaptan). Yields the product C(C)(C)SC=1N=C2SC=CN2C1 (6-Isopropylthioimidazo[2,1-b]thiazole). RXN SMILES: S([C:5]1[N:6]=[C:7]2[N:11]([C:12]=1C(OCC)=O)[CH:10]=[CH:9][S:8]2)(C)(=O)=O.[CH:18]([SH:21])([CH3:20])[CH3:19]>>[CH:18]([S:21][C:5]1[N:6]=[C:7]2[N:11]([CH:12]=1)[CH:10]=[CH:9][S:8]2)([CH3:20])[CH3:19]. Procedure details: In a manner similar to the procedure in Reference Example 1, the oily title compound was prepared from ethyl 6-mesylimidazo[2,1-b]thiazole-5-carboxlate and isopropyl mercaptan. ##STR10## Starting materials: BrC1=CC=C(C=C1)Br (1,4-dibromobenzene), dibromide, [Mg] (magnesium), CCO[Si](OCC)(OCC)OCC (TEOS), II (iodine). Solvent: C1CCOC1 (THF), C1CCOC1 (THF), C1CCOC1 (THF). Run at time 30 minute. The product is C(C)O[Si](C1=CC=C(C=C1)[Si](OCC)(OCC)OCC)(OCC)OCC (1,4-bis(triethoxysilyl)benzene). Yield: 43.0%. Reaction SMILES: [Mg].CCO[Si:5]([O:12][CH2:13][CH3:14])([O:9][CH2:10][CH3:11])[O:6][CH2:7][CH3:8].II.Br[C:18]1[CH:23]=[CH:22][C:21](Br)=[CH:20][CH:19]=1>C1COCC1>[CH2:13]([O:12][Si:5]([O:6][CH2:7][CH3:8])([O:9][CH2:10][CH3:11])[C:18]1[CH:23]=[CH:22][C:21]([Si:5]([O:12][CH2:13][CH3:14])([O:9][CH2:10][CH3:11])[O:6][CH2:7][CH3:8])=[CH:20][CH:19]=1)[CH3:14]. Procedure details: A mixture of magnesium turnings (15 g) and TEOS (450 mL, 2 mol) in THF (300 mL) were placed under nitrogen in a 1 L three-neck round bottom flask equipped with magnetic stir bar, condenser, and addition funnel. A small crystal of iodine was added and the mixture was brought to reflux. A solution of 1,4-dibromobenzene (48 g, 204 mmol) in THF (100 mL) was added dropwise over 2 h. Within 30 min of initiating the addition, the reaction became mildly exothermic. The reaction mixture was kept at reflu... The reactants are NC=1SC=C(C1C#N)C1CC1 (2-amino-3-cyano-4-cyclopropylthiophene), CN=C=O (methyl isocyanate), C(CCCCCCCCCCC)(=O)[O-].C(CCCCCCCCCCC)(=O)[O-].C(CCC)[Sn+2]CCCC (dibutyl tin dilaurate). The solvent is C(OC)COC (dimethoxyethane). Run at time 8 hour. Yields the product C(#N)C1=C(SC=C1C1CC1)NC(=O)NC (N-(3-cyano-4-cyclopropylthien-2-yl)-N'-methyl urea). As a reaction SMILES: [NH2:1][C:2]1[S:3][CH:4]=[C:5]([CH:9]2[CH2:11][CH2:10]2)[C:6]=1[C:7]#[N:8].[CH3:12][N:13]=[C:14]=[O:15].C([O-])(=O)CCCCCCCCCCC.C([O-])(=O)CCCCCCCCCCC.C([Sn+2]CCCC)CCC>C(COC)OC>[C:7]([C:6]1[C:5]([CH:9]2[CH2:10][CH2:11]2)=[CH:4][S:3][C:2]=1[NH:1][C:14]([NH:13][CH3:12])=[O:15])#[N:8] |f:2.3.4|. Procedure details: A solution of 10 g 2-amino-3-cyano-4-cyclopropylthiophene, 6.94 g methyl isocyanate and 0.1 g dibutyl tin dilaurate in 20 ml dimethoxyethane was refluxed for 7 hours and then allowed to stand at about 25°C. overnight. The reaction mixture was evaporated and the resulting residue was chromatographed on silica gel. The product, a pale-green solid melting at 169°-172°C., was eluted with 1:1 ether-hexane. Sulfur analysis for the product is tabulated in Table I.